From a dataset of the Open Reaction Database (ORD), a public repository of structured organic reaction records. describe an organic reaction: reactants, conditions, products, and yield Reactants: CC(=O)N1CCCC1Cc1ccc([N+](=O)[O-])cc1, CCO, [H][H], [Pt]. Yields the product CC(=O)N1CCCC1Cc1ccc(N)cc1. RXN SMILES: [C:1]([CH3:2])(=[O:3])[N:4]1[CH:5]([CH2:9][c:10]2[cH:11][cH:12][c:13]([N+:16]([O-:17])=[O:18])[cH:14][cH:15]2)[CH2:6][CH2:7][CH2:8]1.[CH3:19][CH2:20][OH:21].[H:23][H:24].[Pt:22]>>[C:1]([CH3:2])(=[O:3])[N:4]1[CH:5]([CH2:9][c:10]2[cH:11][cH:12][c:13]([NH2:16])[cH:14][cH:15]2)[CH2:6][CH2:7][CH2:8]1. Reactants: O=Cc1ccc(Br)c(F)c1, CC(=O)O[BH-](OC(C)=O)OC(C)=O, CC1COCC(C)N1, ClCCl, [Na+]. The product is CC1COCC(C)N1Cc1ccc(Br)c(F)c1. As a reaction SMILES: [Br:1][c:2]1[c:3]([F:10])[cH:4][c:5]([CH:6]=[O:7])[cH:8][cH:9]1.[C:19]([O:20][BH-:21]([O:22][C:23](=[O:24])[CH3:25])[O:26][C:27](=[O:28])[CH3:29])(=[O:30])[CH3:31].[CH3:11][CH:12]1[CH2:13][O:14][CH2:15][CH:16]([CH3:18])[NH:17]1.[Cl:33][CH2:34][Cl:35].[Na+:32]>>[Br:1][c:2]1[c:3]([F:10])[cH:4][c:5]([CH2:6][N:17]2[CH:12]([CH3:11])[CH2:13][O:14][CH2:15][CH:16]2[CH3:18])[cH:8][cH:9]1. Starting materials: Cc1ccccc1, CCOC(C)=O, CCCC1(CCC)CCCc2c(Cl)nc(C)nc21, Nc1ccc(Cl)cc1Cl, O, Cc1ccc(S(=O)(=O)O)cc1. The product is CCCC1(CCC)CCCc2c(Nc3ccc(Cl)cc3Cl)nc(C)nc21. RXN SMILES: [CH3:40][c:41]1[cH:42][cH:43][cH:44][cH:45][cH:46]1.[CH3:47][CH2:48][O:49][C:50]([CH3:51])=[O:52].[Cl:1][c:2]1[n:3][c:4]([CH3:18])[n:5][c:6]2[c:11]1[CH2:10][CH2:9][CH2:8][C:7]2([CH2:12][CH2:13][CH3:14])[CH2:15][CH2:16][CH3:17].[NH2:19][c:20]1[cH:21][cH:22][c:23]([Cl:24])[cH:25][c:26]1[Cl:27].[OH2:28].[c:29]1([CH3:30])[cH:31][cH:32][c:33]([S:34]([OH:35])(=[O:36])=[O:37])[cH:38][cH:39]1>>[c:2]1([NH:19][c:20]2[cH:21][cH:22][c:23]([Cl:24])[cH:25][c:26]2[Cl:27])[n:3][c:4]([CH3:18])[n:5][c:6]2[c:11]1[CH2:10][CH2:9][CH2:8][C:7]2([CH2:12][CH2:13][CH3:14])[CH2:15][CH2:16][CH3:17]. Solvent: C(C)(=O)O (acetic acid). Run at time 1 hour. Isolated yield 70.6%. Procedure details: Dissolve 4-[(R)-3-[1-methyl-1-(6-trifluoromethyl-pyridin-2-yl)-ethylamino]-2-oxo-5-(3-trifluoromethoxy-phenyl)-2,5-dihydro-pyrrol-1-yl]-benzonitrile (1.06 g, 1.94 mmol) in acetic acid (19.4 mL) and add sodium cyanoborohydride (609 mg. 9.70 mmol). Stir 1 hr. at ambient temperature. Concentrate under reduced pressure. Dissolve the residue in dichloromethane and concentrate. Partition the residue between dichloromethane and 5% NaHCO3 solution and extract with dichloromethane. Combine dichloromethan... Starting materials: CC(C)(C1=NC(=CC=C1)C(F)(F)F)NC=1C(N([C@H](C1)C1=CC(=CC=C1)OC(F)(F)F)C1=CC=C(C#N)C=C1)=O (4-[(R)-3-[1-methyl-1-(6-trifluoromethyl-pyridin-2-yl)-ethylamino]-2-oxo-5-(3-trifluoromethoxy-phenyl)-2,5-dihydro-pyrrol-1-yl]-benzonitrile), C(#N)[BH3-].[Na+] (sodium cyanoborohydride). As a reaction SMILES: [CH3:1][C:2]([NH:14][C:15]1[C:16](=[O:39])[N:17]([C:31]2[CH:38]=[CH:37][C:34]([C:35]#[N:36])=[CH:33][CH:32]=2)[C@@H:18]([C:20]2[CH:25]=[CH:24][CH:23]=[C:22]([O:26][C:27]([F:30])([F:29])[F:28])[CH:21]=2)[CH:19]=1)([C:4]1[CH:9]=[CH:8][CH:7]=[C:6]([C:10]([F:13])([F:12])[F:11])[N:5]=1)[CH3:3].C([BH3-])#N.[Na+]>C(O)(=O)C>[CH3:3][C:2]([NH:14][C@@H:15]1[CH2:19][C@H:18]([C:20]2[CH:25]=[CH:24][CH:23]=[C:22]([O:26][C:27]([F:30])([F:28])[F:29])[CH:21]=2)[N:17]([C:31]2[CH:38]=[CH:37][C:34]([C:35]#[N:36])=[CH:33][CH:32]=2)[C:16]1=[O:39])([C:4]1[CH:9]=[CH:8][CH:7]=[C:6]([C:10]([F:13])([F:11])[F:12])[N:5]=1)[CH3:1] |f:1.2|. Product: CC(C)(C1=NC(=CC=C1)C(F)(F)F)N[C@H]1C(N([C@H](C1)C1=CC(=CC=C1)OC(F)(F)F)C1=CC=C(C#N)C=C1)=O (4-[(3R,5R)-3-[1-Methyl-1-(6-trifluoromethyl-pyridin-2-yl)-ethylamino]-2-oxo-5-(3-trifluoromethoxy-phenyl)-pyrrolidin-1-yl]-benzonitrile). The reactants are CC=1NC=CN1 (2-methylimidazole), ClC=1N=C(C2=C(N1)SC(=C2)C)NCC2=CC(=CC=C2)[N+](=O)[O-] (2-chloro-6-methyl-4-(3-nitrobenzylamino)-thieno-[2,3-d]-pyrimidine). Reaction SMILES: [CH3:1][C:2]1[NH:3][CH:4]=[CH:5][N:6]=1.Cl[C:8]1[N:9]=[C:10]([NH:18][CH2:19][C:20]2[CH:25]=[CH:24][CH:23]=[C:22]([N+:26]([O-:28])=[O:27])[CH:21]=2)[C:11]2[CH:16]=[C:15]([CH3:17])[S:14][C:12]=2[N:13]=1>>[CH3:1][C:2]1[N:3]([C:8]2[N:9]=[C:10]([NH:18][CH2:19][C:20]3[CH:25]=[CH:24][CH:23]=[C:22]([N+:26]([O-:28])=[O:27])[CH:21]=3)[C:11]3[CH:16]=[C:15]([CH3:17])[S:14][C:12]=3[N:13]=2)[CH:4]=[CH:5][N:6]=1. Procedure: Following the procedure of Example 97, the reaction of 2-methylimidazole with 2-chloro-6-methyl-4-(3-nitrobenzylamino)-thieno-[2,3-d]-pyrimidine gives 2-(2-methylimidazol-1-yl)-6-methyl-4-(3-nitrobenzylamino)-thieno-[2,3-d]-pyrimidine. Yields the product CC=1N(C=CN1)C=1N=C(C2=C(N1)SC(=C2)C)NCC2=CC(=CC=C2)[N+](=O)[O-] (2-(2-methylimidazol-1-yl)-6-methyl-4-(3-nitrobenzylamino)-thieno-[2,3-d]-pyrimidine). Reaction SMILES: [C:1]([O:8][CH2:9][CH2:10][CH2:11][CH2:12][CH2:13][CH2:14][CH2:15][CH2:16][CH2:17][CH2:18][CH2:19][CH3:20])(=[O:7])/[CH:2]=[CH:3]/[C:4]([O-:6])=[O:5].[OH-].[Na+].O.O.C([O-])(=O)C.[Zn+2:29].C([O-])(=O)C>CC(C)=O>[C:1]([O:8][CH2:9][CH2:10][CH2:11][CH2:12][CH2:13][CH2:14][CH2:15][CH2:16][CH2:17][CH2:18][CH2:19][CH3:20])(=[O:7])/[CH:2]=[CH:3]/[C:4]([O-:6])=[O:5].[Zn+2:29].[CH2:9]([O:8][C:1](=[O:7])/[CH:2]=[CH:3]/[C:4]([O-:6])=[O:5])[CH2:10][CH2:11][CH2:12][CH2:13][CH2:14][CH2:15][CH2:16][CH2:17][CH2:18][CH2:19][CH3:20] |f:1.2,3.4.5.6.7,9.10.11|. Run at temperature 50 celsius. Procedure: To a 12 percent w/v acetone suspension of the monododecyl fumarate heated to 50° C. is added 1.0 molar equivalent sodium hydroxide (299 g) as a 10 percent w/v aqueous solution. After the stirred suspension clears, 0.5 molar equivalent zinc acetate dihydrate (110 g) as a saturated aqueous solution is added with stirring. The supernatant liquid is separated from the precipitated zinc dodecyl fumarate. The solvent is CC(=O)C (acetone). Reactants: C(\C=C\C(=O)[O-])(=O)OCCCCCCCCCCCC (monododecyl fumarate), [OH-].[Na+] (sodium hydroxide), O.O.C(C)(=O)[O-].[Zn+2].C(C)(=O)[O-] (zinc acetate dihydrate). The product is C(\C=C\C(=O)[O-])(=O)OCCCCCCCCCCCC.[Zn+2].C(CCCCCCCCCCC)OC(\C=C\C(=O)[O-])=O (Zinc Dodecyl Fumarate). Reactants: [BH4-] (borohydride), O(C1=CC=CC=C1)C(C(=O)O)C (2-phenoxypropionic acid). Solvent: O1CCCC1 (tetrahydrofuran), O1CCCC1 (tetrahydrofuran). Conditions: time 23 hour. The product is O(C1=CC=CC=C1)C(CO)C (2-Phenoxy-1-propanol). Reaction SMILES: [BH4-].[O:2]([CH:9]([CH3:13])[C:10](O)=[O:11])[C:3]1[CH:8]=[CH:7][CH:6]=[CH:5][CH:4]=1>O1CCCC1>[O:2]([CH:9]([CH3:13])[CH2:10][OH:11])[C:3]1[CH:8]=[CH:7][CH:6]=[CH:5][CH:4]=1. Procedure: To 200 ml of one molar borohydride in tetrahydrofuran chilled in an ice bath under nitrogen is added dropwise with stirring 24.9 g of 2-phenoxypropionic acid in 100 ml of dry tetrahydrofuran over 25 minutes. The mixture is allowed to stand at room temperature for 23 hours and is poured onto ice. After standing, the mixture is extracted with dichloromethane and the extracts dried (magnesium sulfate) and concentrated under vacuum to give the product as a yellow oil. The reactants are CC(=O)N1CCC(=O)CC1, COc1cc(C(F)(F)F)cc(C(F)(F)F)c1C(=O)NC1CCCCC1N. Product: COc1cc(C(F)(F)F)cc(C(F)(F)F)c1C(=O)NC1CCCCC1NC1CCN(C(C)=O)CC1. Reaction SMILES: [C:27]([CH3:28])(=[O:29])[N:30]1[CH2:31][CH2:32][C:33](=[O:36])[CH2:34][CH2:35]1.[NH2:1][CH:2]1[CH:3]([NH:8][C:9]([c:10]2[c:11]([O:24][CH3:25])[cH:12][c:13]([C:20]([F:21])([F:22])[F:23])[cH:14][c:15]2[C:16]([F:17])([F:18])[F:19])=[O:26])[CH2:4][CH2:5][CH2:6][CH2:7]1>>[NH:1]([CH:2]1[CH:3]([NH:8][C:9]([c:10]2[c:11]([O:24][CH3:25])[cH:12][c:13]([C:20]([F:21])([F:22])[F:23])[cH:14][c:15]2[C:16]([F:17])([F:18])[F:19])=[O:26])[CH2:4][CH2:5][CH2:6][CH2:7]1)[CH:33]1[CH2:32][CH2:31][N:30]([C:27]([CH3:28])=[O:29])[CH2:35][CH2:34]1.